This data is from the Open Reaction Database (ORD), a public repository of structured organic reaction records. The task is: describe an organic reaction: reactants, conditions, products, and yield Starting materials: COC([C@H]1N(C[C@@H](C1)O)C(=O)OCC1=CC=CC=C1)=O (trans-1-benzyloxycarbonyl-4-hydroxy-L-proline methyl ester), N1C=NC=C1 (imidazole), [Si](C)(C)(C(C)(C)C)Cl (t-butyldimethylsilyl chloride), resultant mixture. The solvent is CN(C=O)C (dimethylformamide), C(C)(=O)OCC (ethyl acetate). Product: COC([C@H]1N(C[C@@H](C1)O[Si](C)(C)C(C)(C)C)C(=O)OCC1=CC=CC=C1)=O (trans-1-benzyloxycarbonyl-4-t-butyldimethylsilyloxy-L-proline methyl ester). Reaction SMILES: [CH3:1][O:2][C:3](=[O:20])[C@@H:4]1[CH2:8][C@@H:7]([OH:9])[CH2:6][N:5]1[C:10]([O:12][CH2:13][C:14]1[CH:19]=[CH:18][CH:17]=[CH:16][CH:15]=1)=[O:11].N1C=CN=C1.[Si:26](Cl)([C:29]([CH3:32])([CH3:31])[CH3:30])([CH3:28])[CH3:27]>CN(C)C=O.C(OCC)(=O)C>[CH3:1][O:2][C:3](=[O:20])[C@@H:4]1[CH2:8][C@@H:7]([O:9][Si:26]([C:29]([CH3:32])([CH3:31])[CH3:30])([CH3:28])[CH3:27])[CH2:6][N:5]1[C:10]([O:12][CH2:13][C:14]1[CH:19]=[CH:18][CH:17]=[CH:16][CH:15]=1)=[O:11]. Procedure: To a solution of trans-1-benzyloxycarbonyl-4-hydroxy-L-proline methyl ester (83.7 g) in dry dimethylformamide (80 ml), imidazole (36.76 g) and t-butyldimethylsilyl chloride (54.26 g) were added, and the resultant mixture was stirred at room temperature for 3 hours. The reaction mixture was diluted with ethyl acetate, washed successively with water, dilute hydrochloric acid and water and dried over magnesium sulfate. Removal of the solvent gave trans-1-benzyloxycarbonyl-4-t-butyldimethylsilyloxy-...